Dataset: the Open Reaction Database (ORD), a public repository of structured organic reaction records. Task: describe an organic reaction: reactants, conditions, products, and yield The reactants are C(C1=CC=CC=C1)OC(=O)N[C@@H](CC1=CNC=N1)C(=O)NN (Nα -benzyloxycarbonyl-L-histidine hydrazide), C([O-])([O-])=O.[K+].[K+] (potassium carbonate), C(C1=CC=CC=C1)OC([C@H]1NCCC1)=O (L-proline benzyl ester), aqueous solution, N(=O)[O-].[Na+] (sodium nitrite). Solvent: aqueous solution, Cl (hydrochloric acid), C(C)(=O)OCC (ethyl acetate), C(C)(=O)OCC (ethyl acetate). Yields the product C(C1=CC=CC=C1)OC([C@H]1N(CCC1)C([C@@H](NC(=O)OCC1=CC=CC=C1)CC1=CNC=N1)=O)=O (Nα -benzyloxycarbonyl-L-histidyl-L-proline benzyl ester). Yield: 49.9%. Reaction SMILES: [CH2:1]([O:8][C:9]([NH:11][C@H:12]([C:19]([NH:21]N)=[O:20])[CH2:13][C:14]1[N:18]=[CH:17][NH:16][CH:15]=1)=[O:10])[C:2]1[CH:7]=[CH:6][CH:5]=[CH:4][CH:3]=1.N([O-])=O.[Na+].C(=O)([O-])[O-].[K+].[K+].[CH2:33]([O:40][C:41](=[O:47])[C@@H:42]1[CH2:46][CH2:45][CH2:44]N1)[C:34]1[CH:39]=[CH:38][CH:37]=[CH:36][CH:35]=1>Cl.C(OCC)(=O)C>[CH2:33]([O:40][C:41](=[O:47])[C@@H:42]1[CH2:46][CH2:45][CH2:44][N:21]1[C:19](=[O:20])[C@H:12]([CH2:13][C:14]1[N:18]=[CH:17][NH:16][CH:15]=1)[NH:11][C:9]([O:8][CH2:1][C:2]1[CH:7]=[CH:6][CH:5]=[CH:4][CH:3]=1)=[O:10])[C:34]1[CH:39]=[CH:38][CH:37]=[CH:36][CH:35]=1 |f:1.2,3.4.5|. Reported procedure: In 99 ml of an aqueous solution of 1N hydrochloric acid was dissolved 10.01 g of Nα -benzyloxycarbonyl-L-histidine hydrazide (3). After adding thereto 132 ml of ethyl acetate, 8.25 ml of an aqueous solution of 2.313 g of sodium nitrite was added to the mixture with stirring vigorously under ice-cooling. After performing the reaction at 0° C. for 5 minutes, 39.6 ml of an aqueous 50% potassium carbonate solution was added to the reaction mixture under ice-cooling to alkalify the solution. The reac...